Dataset: the Open Reaction Database (ORD), a public repository of structured organic reaction records. Task: describe an organic reaction: reactants, conditions, products, and yield Reactants: CN, O=C(O)c1cccc(S(=O)(=O)Cl)c1. The product is CNS(=O)(=O)c1cccc(C(=O)O)c1. As a reaction SMILES: [CH3:14][NH2:15].[Cl:1][S:2](=[O:3])(=[O:4])[c:5]1[cH:6][c:7]([C:8](=[O:9])[OH:10])[cH:11][cH:12][cH:13]1>>[S:2](=[O:3])(=[O:4])([c:5]1[cH:6][c:7]([C:8](=[O:9])[OH:10])[cH:11][cH:12][cH:13]1)[NH:15][CH3:14]. Starting materials: compound 108f, BrC=1C=C(C(N(C1)C)=O)NC1=NC=C(C=C1)N1[C@H](CN([C@@H](C1)C)C1COC1)C (5-Bromo-3-(5-((2S,5R)-2,5-dimethyl-4-(oxetan-3-yl)piperazin-1-yl)-pyridin-2-ylamino)-1-methylpyridin-2(1H)-one), C(C)(=O)OCC1=C(C=C(C=C1B1OC(C(O1)(C)C)(C)C)F)N1C(C=2N(C=3CCCCC3C2)CC1)=O (4-Fluoro-2-(1-oxo-3,4,6,7,8,9-hexahydro-pyrazino[1,2-a]indol-2(1H)-yl)-6-(4,4,5,5-tetramethyl-1,3,2-dioxaborolan-2-yl)benzyl acetate). Product: C(C)(=O)OCC1=C(C=C(C=C1N1C(C=2N(C=3CCCCC3C2)CC1)=O)F)C1=CN(C(C(=C1)NC1=NC=C(C=C1)N1[C@H](CN([C@@H](C1)C)C1COC1)C)=O)C (2-(5-(5-((2S,5R)-2,5-Dimethyl-4-(oxetan-3-yl)piperazin-1-yl)pyridin-2-ylamino)-1-methyl-6-oxo-1,6-dihydropyridin-3-yl)-4-fluoro-6-(1-oxo-3,4,6,7,8,9-hexahydropyrazino[1,2-a]indol-2(1H)-yl)benzyl Acetate). Isolated yield 69.1%. As a reaction SMILES: Br[C:2]1[CH:3]=[C:4]([NH:10][C:11]2[CH:16]=[CH:15][C:14]([N:17]3[CH2:22][C@@H:21]([CH3:23])[N:20]([CH:24]4[CH2:27][O:26][CH2:25]4)[CH2:19][C@@H:18]3[CH3:28])=[CH:13][N:12]=2)[C:5](=[O:9])[N:6]([CH3:8])[CH:7]=1.[C:29]([O:32][CH2:33][C:34]1[C:39](B2OC(C)(C)C(C)(C)O2)=[CH:38][C:37]([F:49])=[CH:36][C:35]=1[N:50]1[CH2:62][CH2:61][N:53]2[C:54]3[CH2:55][CH2:56][CH2:57][CH2:58][C:59]=3[CH:60]=[C:52]2[C:51]1=[O:63])(=[O:31])[CH3:30]>>[C:29]([O:32][CH2:33][C:34]1[C:35]([N:50]2[CH2:62][CH2:61][N:53]3[C:54]4[CH2:55][CH2:56][CH2:57][CH2:58][C:59]=4[CH:60]=[C:52]3[C:51]2=[O:63])=[CH:36][C:37]([F:49])=[CH:38][C:39]=1[C:2]1[CH:3]=[C:4]([NH:10][C:11]2[CH:16]=[CH:15][C:14]([N:17]3[CH2:22][C@@H:21]([CH3:23])[N:20]([CH:24]4[CH2:25][O:26][CH2:27]4)[CH2:19][C@@H:18]3[CH3:28])=[CH:13][N:12]=2)[C:5](=[O:9])[N:6]([CH3:8])[CH:7]=1)(=[O:31])[CH3:30]. Procedure: Following the procedures as described for compound 108f, reaction of 104e (268 mg, 0.60 mmol) and 104o (289 mg, 0.60 mmol) afforded 104p as a yellow solid (300 mg, 85%). LCMS: [M+H]+ 724 Starting materials: ClC1=C(C=O)C=CC(=C1)O (2-chloro-4-hydroxybenzaldehyde), O (water), [H-].[Na+] (sodium hydride), CI (Methyl iodide). The solvent is CN(C=O)C (dimethylformamide), CN(C=O)C (dimethylformamide). Conditions: time 30 minute. Yields the product ClC1=C(C=O)C=CC(=C1)OC (2-chloro-4-methoxybenzaldehyde). Reaction SMILES: [H-].[Na+].[Cl:3][C:4]1[CH:11]=[C:10]([OH:12])[CH:9]=[CH:8][C:5]=1[CH:6]=[O:7].[CH3:13]I.O>CN(C)C=O>[Cl:3][C:4]1[CH:11]=[C:10]([O:12][CH3:13])[CH:9]=[CH:8][C:5]=1[CH:6]=[O:7] |f:0.1|. Reported procedure: To suspension of sodium hydride (2.6 g; 62.6% in oil) in dimethylformamide (80 ml), a solution of 2-chloro-4-hydroxybenzaldehyde (10.0 g) in dimethylformamide (50 ml) was dropped over 15 minutes. The mixture was stirred for 30 minutes. Methyl iodide (4.2 ml) was dropped into the reaction mixture over 10 minutes at 0° C., and stirred for 1 hour. The reaction mixture was poured into water and extracted with hexane/ethyl:acetate (1:1) The organic layer was washed with water and a saturated aqueous ... Yield: 67.4%. Procedure details: 303 g of 4-chloro-2-methoxytoluene are dissolved in 1665 ml of carbon tetrachloride and, together with 355 g of N-bromosuccinimide, heated at reflux for 2 h while 4.0 g of AIBN are added. The solid is filtered off and washed with a small amount of carbon tetrachloride, the filtrate is concentrated, and the residue which remains is fractionated. 307 g of colorless oil are obtained (b.p. 103° C./1.5 mbar, m.p. 42-45° C.). RXN SMILES: [Cl:1][C:2]1[CH:7]=[CH:6][C:5]([CH3:8])=[C:4]([O:9][CH3:10])[CH:3]=1.[Br:11]N1C(=O)CCC1=O>C(Cl)(Cl)(Cl)Cl.CC(N=NC(C#N)(C)C)(C#N)C>[Cl:1][C:2]1[CH:7]=[CH:6][C:5]([CH2:8][Br:11])=[C:4]([O:9][CH3:10])[CH:3]=1. The reactants are ClC1=CC(=C(C=C1)C)OC (4-chloro-2-methoxytoluene), BrN1C(CCC1=O)=O (N-bromosuccinimide). Solvent: C(Cl)(Cl)(Cl)Cl (carbon tetrachloride). The reagents and catalysts are CC(C)(C#N)N=NC(C)(C)C#N (AIBN). The product is ClC1=CC(=C(CBr)C=C1)OC (4-Chloro-2-methoxybenzyl bromide). Starting materials: Clc1ccc(OCCBr)c(Cl)c1, C1CCOC1, [Li]CCCC, [Cl-], [NH4+], O=C1Cc2ccccc2N1. Yields the product O=C1Nc2ccccc2C1CCOc1ccc(Cl)cc1Cl. RXN SMILES: [Br:16][CH2:17][CH2:18][O:19][c:20]1[c:21]([Cl:27])[cH:22][c:23]([Cl:26])[cH:24][cH:25]1.[CH2:30]1[O:31][CH2:32][CH2:33][CH2:34]1.[CH3:11][CH2:12][CH2:13][CH2:14][Li:15].[Cl-:28].[NH4+:29].[NH:1]1[C:2](=[O:10])[CH2:3][c:4]2[cH:5][cH:6][cH:7][cH:8][c:9]21>>[NH:1]1[C:2](=[O:10])[CH:3]([CH2:17][CH2:18][O:19][c:20]2[c:21]([Cl:27])[cH:22][c:23]([Cl:26])[cH:24][cH:25]2)[c:4]2[cH:5][cH:6][cH:7][cH:8][c:9]21. The reactants are Cl.FC(C1=CC=C(C(=N)N)C=C1)(F)F (4-Trifluormethylbenzamidine hydrochloride), C[O-].[K+] (potassium methylate), C(CC(=O)OC)(=O)OC (Dimethyl malonate). The solvent is CO (methyl alcohol), CO (methyl alcohol). Run at time 15 minute. The product is OC1=CC(NC(=N1)C1=CC=C(C=C1)C(F)(F)F)=O (6-Hydroxy-2-(4'-trifluoromethylphenyl)-4-pyrimidinone). As a reaction SMILES: Cl.[F:2][C:3]([F:14])([F:13])[C:4]1[CH:12]=[CH:11][C:7]([C:8]([NH2:10])=[NH:9])=[CH:6][CH:5]=1.C[O-].[K+].[C:18](OC)(=[O:24])[CH2:19][C:20](OC)=[O:21]>CO>[OH:24][C:18]1[N:10]=[C:8]([C:7]2[CH:11]=[CH:12][C:4]([C:3]([F:13])([F:14])[F:2])=[CH:5][CH:6]=2)[NH:9][C:20](=[O:21])[CH:19]=1 |f:0.1,2.3|. Procedure: 4-Trifluormethylbenzamidine hydrochloride (22.4 g, 0.1 mol, from example 41) is added to a solution of potassium methylate (0.22 mol) in anhydrous methyl alcohol (65 mL) and stirred for 15 minutes at ambient temperature. Dimethyl malonate (12.6 mL, 0.11 mol) is added and the mixture is heated to reflux for 4 hours. After cooling, the resulting suspension is diluted with methyl alcohol (50 mL). Starting materials: NC1=NC(c2ccccc2)(c2cccc(Br)c2)CO1, CCCc1cc(CCC)c(-c2ccccc2P(C(C)(C)C)C(C)(C)C)c(CCC)c1, Nc1ccc2c(c1)OCO2, CCOC(C)=O, Cc1ccccc1, CC(C)(C)[O-], [Na+], O=C(C=Cc1ccccc1)C=Cc1ccccc1, O=C(C=Cc1ccccc1)C=Cc1ccccc1, O=C(C=Cc1ccccc1)C=Cc1ccccc1, O, [Pd], [Pd]. Yields the product NC1=NC(c2ccccc2)(c2cccc(Nc3ccc4c(c3)OCO4)c2)CO1. Reaction SMILES: [Br:1][c:2]1[cH:3][c:4]([C:8]2([c:14]3[cH:15][cH:16][cH:17][cH:18][cH:19]3)[N:9]=[C:10]([NH2:13])[O:11][CH2:12]2)[cH:5][cH:6][cH:7]1.[C:26]([P:27]([C:28]([CH3:29])([CH3:30])[CH3:31])[c:32]1[cH:33][cH:34][cH:35][cH:36][c:37]1-[c:38]1[c:39]([CH2:40][CH2:41][CH3:42])[cH:43][c:44]([CH2:45][CH2:46][CH3:47])[cH:48][c:49]1[CH2:50][CH2:51][CH3:52])([CH3:53])([CH3:54])[CH3:55].[CH2:56]1[O:57][c:58]2[cH:59][c:60]([NH2:61])[cH:62][cH:63][c:64]2[O:65]1.[CH3:122][CH2:123][O:124][C:125](=[O:126])[CH3:127].[CH3:129][c:130]1[cH:131][cH:132][cH:133][cH:134][cH:135]1.[CH3:20][C:21]([CH3:22])([O-:23])[CH3:24].[Na+:25].[O:104]=[C:105]([CH:106]=[CH:107][c:108]1[cH:109][cH:110][cH:111][cH:112][cH:113]1)[CH:114]=[CH:115][c:116]1[cH:117][cH:118][cH:119][cH:120][cH:121]1.[O:68]=[C:69]([CH:70]=[CH:71][c:72]1[cH:73][cH:74][cH:75][cH:76][cH:77]1)[CH:78]=[CH:79][c:80]1[cH:81][cH:82][cH:83][cH:84][cH:85]1.[O:86]=[C:87]([CH:88]=[CH:89][c:90]1[cH:91][cH:92][cH:93][cH:94][cH:95]1)[CH:96]=[CH:97][c:98]1[cH:99][cH:100][cH:101][cH:102][cH:103]1.[OH2:128].[Pd:66].[Pd:67]>>[c:2]1([NH:61][c:60]2[cH:59][c:58]3[c:64]([cH:63][cH:62]2)[O:65][CH2:56][O:57]3)[cH:3][c:4]([C:8]2([c:14]3[cH:15][cH:16][cH:17][cH:18][cH:19]3)[N:9]=[C:10]([NH2:13])[O:11][CH2:12]2)[cH:5][cH:6][cH:7]1.